Task: describe an organic reaction: reactants, conditions, products, and yield. Dataset: the Open Reaction Database (ORD), a public repository of structured organic reaction records The reactants are CC(=O)N1CCC(Nc2ccccc2Sc2ccc(Cl)cc2)CC1, O=C(OO)c1cccc(Cl)c1. Product: CC(=O)N1CCC(Nc2ccccc2S(=O)c2ccc(Cl)cc2)CC1. As a reaction SMILES: [Cl:1][c:2]1[cH:3][cH:4][c:5]([S:8][c:9]2[c:10]([NH:15][CH:16]3[CH2:17][CH2:18][N:19]([C:22]([CH3:23])=[O:24])[CH2:20][CH2:21]3)[cH:11][cH:12][cH:13][cH:14]2)[cH:6][cH:7]1.[Cl:25][c:26]1[cH:27][cH:28][cH:29][c:30]([C:31]([O:32][OH:34])=[O:33])[cH:35]1>>[Cl:1][c:2]1[cH:3][cH:4][c:5]([S:8]([c:9]2[c:10]([NH:15][CH:16]3[CH2:17][CH2:18][N:19]([C:22]([CH3:23])=[O:24])[CH2:20][CH2:21]3)[cH:11][cH:12][cH:13][cH:14]2)=[O:33])[cH:6][cH:7]1. Reactants: CC(CN1C(C2CC2C(N1)=O)=O)=C ((±)-3-(2-methyl-2-propen-1-yl)-3,4-diazabicyclo[4.1.0]heptane-2,5-dione). Reagents/catalysts: [Pd] (palladium-on-carbon). Solvent: C(C)O (ethyl alcohol). Yields the product C(C(C)C)N1C(C2CC2C(N1)=O)=O ((±)-3-Isobutyl-3,4-diazabicyclo[4.1.0]heptane-2,5-dione). Yield: 77.8%. As a reaction SMILES: [CH3:1][C:2](=[CH2:13])[CH2:3][N:4]1[NH:10][C:9](=[O:11])[CH:8]2[CH:6]([CH2:7]2)[C:5]1=[O:12]>[Pd].C(O)C>[CH2:3]([N:4]1[NH:10][C:9](=[O:11])[CH:8]2[CH:6]([CH2:7]2)[C:5]1=[O:12])[CH:2]([CH3:13])[CH3:1]. Reported procedure: To 40 ml of ethyl alcohol was added 2.03 g (11.28 mmol) of (±)-3-(2-methyl-2-propen-1-yl)-3,4-diazabicyclo[4.1.0]heptane-2,5-dione obtained in Reference Example 23, and 230 mg of a 5% (w/w) palladium-on-carbon catalyst was added thereto to conduct catalytic reduction under normal pressure. After completion of the reaction, the catalyst was removed by filtration, the filtrate was concentrated under reduced pressure, and the residue was crystallized from ethyl acetate/hexane to obtain 1.6 g (80%) ... The reactants are C(C)(=O)C=1C=CC(=C(CBr)C1)NC(=O)C (5-acetyl-2-acetamino-benzyl bromide), C(C)NC1CCCCC1 (N-ethyl-cyclohexylamine). Yields the product C(C)(=O)C=1C=CC(=C(CN(C2CCCCC2)CC)C1)NC(=O)C (5-Acetyl-2-acetamino-N-ethyl-N-cyclohexyl-benzylamine). As a reaction SMILES: [C:1]([C:4]1[CH:5]=[CH:6][C:7]([NH:12][C:13]([CH3:15])=[O:14])=[C:8]([CH:11]=1)[CH2:9]Br)(=[O:3])[CH3:2].[CH2:16]([NH:18][CH:19]1[CH2:24][CH2:23][CH2:22][CH2:21][CH2:20]1)[CH3:17]>>[C:1]([C:4]1[CH:5]=[CH:6][C:7]([NH:12][C:13]([CH3:15])=[O:14])=[C:8]([CH:11]=1)[CH2:9][N:18]([CH2:16][CH3:17])[CH:19]1[CH2:24][CH2:23][CH2:22][CH2:21][CH2:20]1)(=[O:3])[CH3:2]. Reported procedure: 5-Acetyl-2-acetamino-N-ethyl-N-cyclohexyl-benzylamine, m.p. 98-100° C was prepared from 5-acetyl-2-acetamino-benzyl bromide and N-ethyl-cyclohexylamine analogous to Example 8. The reactants are ClC1=NC2=CC(=CC(=C2C(=C1C)Cl)F)F (2,4-dichloro-5,7-difluoro-3-methylquinoline), C([O-])([O-])=O.[K+].[K+] (potassium carbonate), CC1(OB(OC1(C)C)C=1C=CC(=NC1)N1CCNCC1)C (1-(5-(4,4,5,5-tetramethyl-1,3,2-dioxaborolan-2-yl)pyridin-2-yl)piperazine), palladium tetrakistriphenylphosphine. Run in C1(=CC=CC=C1)C (toluene). Product: ClC1=C(C(=NC2=CC(=CC(=C12)F)F)C=1C=NC(=CC1)N1CCNCC1)C (4-chloro-5,7-difluoro-3-methyl-2-(6-(piperazin-1-yl)pyridin-3-yl)quinoline). As a reaction SMILES: Cl[C:2]1[C:11]([CH3:12])=[C:10]([Cl:13])[C:9]2[C:4](=[CH:5][C:6]([F:15])=[CH:7][C:8]=2[F:14])[N:3]=1.CC1(C)C(C)(C)OB([C:24]2[CH:25]=[CH:26][C:27]([N:30]3[CH2:35][CH2:34][NH:33][CH2:32][CH2:31]3)=[N:28][CH:29]=2)O1.C(=O)([O-])[O-].[K+].[K+]>C1(C)C=CC=CC=1>[Cl:13][C:10]1[C:9]2[C:4](=[CH:5][C:6]([F:15])=[CH:7][C:8]=2[F:14])[N:3]=[C:2]([C:24]2[CH:29]=[N:28][C:27]([N:30]3[CH2:31][CH2:32][NH:33][CH2:34][CH2:35]3)=[CH:26][CH:25]=2)[C:11]=1[CH3:12] |f:2.3.4|. Procedure details: The Suzuki coupled product was prepared according to Procedure F using 2,4-dichloro-5,7-difluoro-3-methylquinoline (0.50 g, 2.02 mmol), 1-(5-(4,4,5,5-tetramethyl-1,3,2-dioxaborolan-2-yl)pyridin-2-yl)piperazine (0.583 g, 2.02 mmol), palladium tetrakistriphenylphosphine (0.23 g, 0.20 mmol), potassium carbonate (0.56 g, 4.03 mmol) in toluene (4 mL) at 100° C. for 18 h to give 4-chloro-5,7-difluoro-3-methyl-2-(6-(piperazin-1-yl)pyridin-3-yl)quinoline as a white solid. Mass Spectrum (ESI) m/e=375.1 (... Reactants: CN1CCCC1=O, O=[N+]([O-])c1cccc(F)c1OS(=O)(=O)C(F)(F)F, [I-], [Li+], O. Product: O=[N+]([O-])c1cccc(F)c1I. Reaction SMILES: [CH3:21][N:22]1[CH2:23][CH2:24][CH2:25][C:26]1=[O:27].[F:1][C:2]([F:3])([F:4])[S:5]([O:6][c:7]1[c:8]([F:16])[cH:9][cH:10][cH:11][c:12]1[N+:13](=[O:14])[O-:15])(=[O:17])=[O:18].[I-:19].[Li+:20].[OH2:28]>>[c:7]1([I:19])[c:8]([F:16])[cH:9][cH:10][cH:11][c:12]1[N+:13](=[O:14])[O-:15]. Reactants: BrC1=CSC2=C1N=CN=C2Cl (7-Bromo-4-chlorothieno[3,2-d]pyrimidine), N (NH3). Run in C(C)(C)O (isopropanol). Reaction conditions: temperature 100 celsius, time 12 hour. The product is BrC1=CSC2=C1N=CN=C2N (7-Bromothieno[3,2-d]pyrimidine-4-amine). Isolated yield 83.0%. As a reaction SMILES: [Br:1][C:2]1[C:6]2[N:7]=[CH:8][N:9]=[C:10](Cl)[C:5]=2[S:4][CH:3]=1.[NH3:12]>C(O)(C)C>[Br:1][C:2]1[C:6]2[N:7]=[CH:8][N:9]=[C:10]([NH2:12])[C:5]=2[S:4][CH:3]=1. Procedure: 7-Bromo-4-chlorothieno[3,2-d]pyrimidine (5 g, 20.17 mmol) obtained in Step 3 of Preparation Example 1 and 2.0M NH3 dissolved in isopropanol solution (50 mL) were added to a sealed reaction vessel and stirred at 100° C. for 12 hours. The reaction mixture was cooled to room temperature and filtered to obtain a solid. The solid was washed with water and dried with N2 gas to obtain the title compound (3.8 g, 83%) without further purification. The reactants are N1C(=CC=2C=NC=CC21)C=O (1H-pyrrolo[3,2-c]pyridine-2-carboxaldehyde), CO (methanol), [C-]#N.[Na+] (sodium cyanide). Reagents/catalysts: [O-2].[O-2].[Mn+4] (manganese dioxide). Run at time 5 hour. Product: COC(=O)C1=CC=2C=NC=CC2N1 (1H-Pyrrolo[3,2-c]pyridine-2-carboxylic acid methyl ester). RXN SMILES: [NH:1]1[C:9]2[CH:8]=[CH:7]N=C[C:4]=2[CH:3]=[C:2]1[CH:10]=[O:11].[C-:12]#[N:13].[Na+].[CH3:15][OH:16]>[O-2].[O-2].[Mn+4]>[CH3:15][O:16][C:10]([C:2]1[NH:1][C:9]2[CH:8]=[CH:7][N:13]=[CH:12][C:4]=2[CH:3]=1)=[O:11] |f:1.2,4.5.6|. Procedure details: Add to a 0° C. solution of 1H-pyrrolo[3,2-c]pyridine-2-carboxaldehyde (9b-1, 3.24 g, 22.19 mmol) in methanol under argon, sodium cyanide (5.44 g, 111 mmol) and manganese dioxide (9.65 g, 111 mmol). Stir the reaction mixture for 5 h, filter through Celite® and dilute with 500 ml EtOAc. Wash the organic layer with water (2×) and brine, dry over sodium carbonate, filter, and concentrate to provide the title compound (3.27 g) as a pure tan solid. Prepare 1H-pyrrolo[3,2-c]pyridine-2-carboxylic acid a... As a reaction SMILES: [O:1]=[C:2]1[NH:6][C:5]([C:7](=[O:13])[C:8]([O:10]CC)=[O:9])=[CH:4][S:3]1.[OH-].[Na+]>>[O:1]=[C:2]1[NH:6][C:5]([C:7](=[O:13])[C:8]([OH:10])=[O:9])=[CH:4][S:3]1 |f:1.2|. Reactants: O=C1SC=C(N1)C(C(=O)OCC)=O (ethyl 2-(2-oxo-2,3-dihydro-1,3-thiazol-4-yl)glyoxylate), OC=1SC=C(N1)C(C(=O)OCC)=O (ethyl 2-(2-hydroxy-1,3-thiazol-4-yl)glyoxylate), [OH-].[Na+] (sodium hydroxide). Reaction conditions: time 30 minute. Reported procedure: A mixture of ethyl 2-(2-oxo-2,3-dihydro-1,3-thiazol-4-yl)glyoxylate, which can be represented as ethyl 2-(2-hydroxy-1,3-thiazol-4-yl)glyoxylate, (1.45 g.) and 1 N sodium hydroxide aqueous solution (21 ml.) was allowed to stand for 30 minutes at room temperature. After the reaction, the reaction mixture was washed with diethyl ether and then adjusted to pH 1 with 10% hydrochloric acid. The precipitates were collected by filtration, washed with water and diethyl ether and dried to give powder of 2... The product is O=C1SC=C(N1)C(C(=O)O)=O (2-(2-oxo-2,3-dihydro-1,3-thiazol-4-yl)glyoxylic acid). Reactants: BrCCOC=1C=CC2=C(C(NC(O2)(C)C)=O)C1 (6-(2-bromoethoxy)-2,3-dihydro-2,2-dimethyl-4H-1,3-benzoxazin-4-one), Cl (hydrochloric acid). Solvent: C(C1=CC=CC=C1)N (benzylamine). Conditions: time 30 minute. The product is Cl.C(C1=CC=CC=C1)NCCOC1=CC=C(C(C(=O)N)=C1)O (5-(2-benzylamino-ethoxy)-salicylamide hydrochloride). As a reaction SMILES: Br[CH2:2][CH2:3][O:4][C:5]1[CH:6]=[CH:7][C:8]2[O:13]C(C)(C)[NH:11][C:10](=[O:16])[C:9]=2[CH:17]=1.[ClH:18]>C(N)C1C=CC=CC=1>[ClH:18].[CH2:10]([NH:11][CH2:2][CH2:3][O:4][C:5]1[CH:17]=[C:9]([C:10]([NH2:11])=[O:16])[C:8]([OH:13])=[CH:7][CH:6]=1)[C:9]1[CH:17]=[CH:5][CH:6]=[CH:7][CH:8]=1 |f:3.4|. Reported procedure: A suspension of 60 g of 6-(2-bromoethoxy)-2,3-dihydro-2,2-dimethyl-4H-1,3-benzoxazin-4-one in 110 ml of benzylamine is heated, with stirring, for 30 minutes in a bath at 80°. The reaction mixture is thereupon adjusted with conc. hydrochloric acid, using ice-cooling, to a pH value of about 3, and is allowed to stand until crystallisation occurs. The crystals are filtered off with suction after 4 hours, washed with 100 ml each of water and of ethyl acetate, and dried. The crude 5-(2-benzylamino-et... Reactants: C(C)(=O)OC=1C=C(C(=O)Cl)C=CC1OC(C)=O (3,4-diacetoxybenzoic acid chloride), C/C(=N\[Si](C)(C)C)/O[Si](C)(C)C (N,O-bis(trimethylsilyl)acetamide), [Na+].C(=O)NC=1SC=C(N1)C(C(=O)NC1[C@@H]2N(C(=C(CS2)CSC=2SC(=NN2)C)C(=O)[O-])C1=O)=NOCC(NNC=O)=O (7-[2-(2-formylamino-1,3-thiazol-4-yl)-2-(3-formylcarbazoyl)methoxyiminoacetoamido]-3-[(5-methyl-1,3,4-thiadiazol-2-yl)thiomethyl]-3-cephem-4-carboxylic acid sodium salt), 1-iododiethylcarbonate, P(=O)(Cl)(Cl)Cl (phosphorus oxychloride). Run in CN(C)C=O (DMF), CCOCC (ether), C(C)(=O)OCC (ethyl acetate), CCOCC (ether). Conditions: time 3 hour. Yields the product C(C)OC(=O)OC(C)OC(=O)C1=C(CS[C@H]2N1C(C2NC(C(=NOCC(NNC(C2=CC(=C(C=C2)OC(C)=O)OC(C)=O)=O)=O)C=2N=C(SC2)N)=O)=O)CSC=2SC(=NN2)C (7-{2-[2-amino-1,3-thiazol-4-yl]-2-[3-(3,4-diacetoxybenzoyl)carbazoyl]methoxyiminoacetamido}-3-[(5-methyl-1,3,4-thiadiazol-2-yl)thiomethyl]-3-cephem-4-carboxylic acid 1-ethoxycarbonyloxyethyl ester). The yield is 190.3%. Reaction SMILES: [Na+].C([NH:4][C:5]1[S:6][CH:7]=[C:8]([C:10](=[N:34][O:35][CH2:36][C:37](=[O:42])[NH:38][NH:39][CH:40]=[O:41])[C:11]([NH:13][CH:14]2[C:32](=[O:33])[N:16]3[C:17]([C:29]([O-:31])=[O:30])=[C:18]([CH2:21][S:22][C:23]4[S:24][C:25]([CH3:28])=[N:26][N:27]=4)[CH2:19][S:20][C@H:15]23)=[O:12])[N:9]=1)=O.P(Cl)(Cl)(Cl)=O.[CH3:48]/[C:49](/[O:55][Si](C)(C)C)=N\[Si](C)(C)C.[C:60]([O:63][C:64]1[CH:65]=[C:66]([CH:70]=[CH:71][C:72]=1[O:73][C:74](=[O:76])[CH3:75])C(Cl)=O)(=[O:62])[CH3:61]>CN(C=O)C.CCOCC.C(OCC)(=O)C>[CH2:49]([O:55][C:60]([O:63][CH:64]([O:31][C:29]([C:17]1[N:16]2[C:32](=[O:33])[CH:14]([NH:13][C:11](=[O:12])[C:10]([C:8]3[N:9]=[C:5]([NH2:4])[S:6][CH:7]=3)=[N:34][O:35][CH2:36][C:37](=[O:42])[NH:38][NH:39][C:40](=[O:41])[C:66]3[CH:70]=[CH:71][C:72]([O:73][C:74](=[O:76])[CH3:75])=[C:64]([O:63][C:60](=[O:62])[CH3:61])[CH:65]=3)[C@H:15]2[S:20][CH2:19][C:18]=1[CH2:21][S:22][C:23]1[S:24][C:25]([CH3:28])=[N:26][N:27]=1)=[O:30])[CH3:72])=[O:62])[CH3:48] |f:0.1|. Procedure details: In 40 ml of DMF was dissolved 6.309 g (9.5 mmole) of 7-[2-(2-formylamino-1,3-thiazol-4-yl)-2-(3-formylcarbazoyl)methoxyiminoacetoamido]-3-[(5-methyl-1,3,4-thiadiazol-2-yl)thiomethyl]-3-cephem-4-carboxylic acid sodium salt and the mixture was ice-cooled, and 4.88 g (20 mmole) of 1-iododiethylcarbonate was added thereto and stirred at room temperature for 3 hours. To the resulting mixture was added 700 ml of ethyl acetate and the mixture was washed with water and then washed with a saturated salin...